From a dataset of the Open Reaction Database (ORD), a public repository of structured organic reaction records. describe an organic reaction: reactants, conditions, products, and yield Starting materials: O (water), C(C1=CC=CC=C1)SC1=NNC=N1 (3-benzylthio-1H-1,2,4-triazole), CN(C(=O)Cl)C (dimethylcarbamoyl chloride), C([O-])([O-])=O.[K+].[K+] (potassium carbonate). Run in CN(C=O)C (dimethylformamide). Reaction conditions: time 80 minute. Product: C(C1=CC=CC=C1)SC1=NN(C=N1)C(N(C)C)=O (3-Benzylthio-1-dimethylcarbamoyl-1H-1,2,4-triazole). Reaction SMILES: [CH2:1]([S:8][C:9]1[N:13]=[CH:12][NH:11][N:10]=1)[C:2]1[CH:7]=[CH:6][CH:5]=[CH:4][CH:3]=1.[CH3:14][N:15]([CH3:19])[C:16](Cl)=[O:17].C(=O)([O-])[O-].[K+].[K+].O>CN(C)C=O>[CH2:1]([S:8][C:9]1[N:13]=[CH:12][N:11]([C:16](=[O:17])[N:15]([CH3:19])[CH3:14])[N:10]=1)[C:2]1[CH:3]=[CH:4][CH:5]=[CH:6][CH:7]=1 |f:2.3.4|. Reported procedure: A suspension of 3-benzylthio-1H-1,2,4-triazole (172 mg), dimethylcarbamoyl chloride (248 μl) and anhydrous potassium carbonate (621 mg) in dimethylformamide (4 ml) was stirred at room temperature for 80 minutes. To the reaction mixture was added water, and the mixture was extracted with ethyl acetate. The organic layer was washed three times with water and subsequently once with saturated aqueous sodium chloride solution, and then dried over sodium sulfate. After filtration, the solvent was dist...